This data is from the Open Reaction Database (ORD), a public repository of structured organic reaction records. The task is: describe an organic reaction: reactants, conditions, products, and yield The reactants are C(O)([O-])=O.[Na+] (sodium hydrogen carbonate), [N-]=C=O (isocyanate), CC=1N=CC2=CC=CC(=C2C1)NC(=O)NC1CNCC1 (1-(3-Methyl-isoquinolin-5-yl)-3-pyrrolidin-3-yl urea), FC(C1=C(C=O)C=CC=C1)(F)F (2-trifluoromethyl benzaldehyde), C(C)(=O)O[BH-](OC(C)=O)OC(C)=O.[Na+] (Sodium triacetoxyborohydride). Run in ClCCl (dichloromethane). Conditions: temperature 25 celsius, time 1 hour. The product is CC=1N=CC2=CC=CC(=C2C1)NC(=O)NC1CN(CC1)CC1=C(C=CC=C1)C(F)(F)F (1-(3-Methyl-isoquinolin-5-yl)-3-[1-(2-trifluoromethyl-benzyl)pyrrolidin-3-yl]urea). Yield: 57.5%. As a reaction SMILES: [CH3:1][C:2]1[N:3]=[CH:4][C:5]2[C:10]([CH:11]=1)=[C:9]([NH:12][C:13]([NH:15][CH:16]1[CH2:20][CH2:19][NH:18][CH2:17]1)=[O:14])[CH:8]=[CH:7][CH:6]=2.[F:21][C:22]([F:32])([F:31])[C:23]1[CH:30]=[CH:29][CH:28]=[CH:27][C:24]=1[CH:25]=O.C(O[BH-](OC(=O)C)OC(=O)C)(=O)C.[Na+].C(=O)([O-])O.[Na+].[N-]=C=O>ClCCl>[CH3:1][C:2]1[N:3]=[CH:4][C:5]2[C:10]([CH:11]=1)=[C:9]([NH:12][C:13]([NH:15][CH:16]1[CH2:20][CH2:19][N:18]([CH2:25][C:24]3[CH:27]=[CH:28][CH:29]=[CH:30][C:23]=3[C:22]([F:21])([F:31])[F:32])[CH2:17]1)=[O:14])[CH:8]=[CH:7][CH:6]=2 |f:2.3,4.5|. Reported procedure: A mixture of (D4) (40 mg, 0.15 mmol) and 2-trifluoromethyl benzaldehyde (23 mg, 0.13 mmol) in dichloromethane (5 ml) was stirred at 25° C. for 1 h. Sodium triacetoxyborohydride (32 mg, 0.15 mmol) was added and the reaction stirred for 48 h. A saturated solution of sodium hydrogen carbonate (5 mL) was added and the mixture stirred for 15min. The organic layer was removed, stirred with polymer supported isocyanate resin (2.1 eq.) for 3 h and then filtered. The filtrate was applied to an SCX column... The reactants are CO, [K+], [OH-], COC(=O)c1nn(-c2ccccc2)nc1C(=O)OC. Yields the product COC(=O)c1nn(-c2ccccc2)nc1C(=O)O. As a reaction SMILES: [CH3:22][OH:23].[K+:21].[OH-:20].[c:1]1(-[n:7]2[n:8][c:9]([C:16](=[O:17])[O:18][CH3:19])[c:10]([C:12](=[O:13])[O:14][CH3:15])[n:11]2)[cH:2][cH:3][cH:4][cH:5][cH:6]1>>[c:1]1(-[n:7]2[n:8][c:9]([C:16](=[O:17])[OH:18])[c:10]([C:12](=[O:13])[O:14][CH3:15])[n:11]2)[cH:2][cH:3][cH:4][cH:5][cH:6]1. The reactants are O=[O+][O-] (Ozone), C(C1=CC=CC=C1)OC(CC(C(C(=P(C1=CC=CC=C1)(C1=CC=CC=C1)C1=CC=CC=C1)C#N)=O)NC(=O)OC(C)(C)C)=O (5-Cyano-5-triphenylphosphoranylidene-4-keto-3-(N-t-butyloxylcarbonylamino)pentanoic Acid Benzyl Ester), C(CC1=CC=CC=C1)N (phenethylamine). The solvent is C(Cl)Cl (CH2Cl2). Reaction conditions: temperature -78 celsius, time 1 hour. Yields the product N([C@@H](CC(OCC1=CC=CC=C1)=O)C(=O)NCCC1=CC=CC=C1)C(=O)OC(C)(C)C (Boc—Asp(Bzl)—CONH—CH2CH2Ph). Reaction SMILES: O=[O+][O-].[CH2:4]([O:11][C:12](=[O:47])[CH2:13][CH:14]([NH:39][C:40]([O:42][C:43]([CH3:46])([CH3:45])[CH3:44])=[O:41])[C:15](=[O:38])C(C#N)=P(C1C=CC=CC=1)(C1C=CC=CC=1)C1C=CC=CC=1)[C:5]1[CH:10]=[CH:9][CH:8]=[CH:7][CH:6]=1.[CH2:48]([NH2:56])[CH2:49][C:50]1[CH:55]=[CH:54][CH:53]=[CH:52][CH:51]=1>C(Cl)Cl>[NH:39]([C:40]([O:42][C:43]([CH3:44])([CH3:45])[CH3:46])=[O:41])[C@H:14]([C:15]([NH:56][CH2:48][CH2:49][C:50]1[CH:55]=[CH:54][CH:53]=[CH:52][CH:51]=1)=[O:38])[CH2:13][C:12](=[O:47])[O:11][CH2:4][C:5]1[CH:6]=[CH:7][CH:8]=[CH:9][CH:10]=1. Procedure details: Ozone gas was bubbled through a solution of 5 (606 mg, 1 mmol) in CH2Cl2 (20 mL) cooled to −78° C. until its blue color persists within the solution. The excess ozone was purged using argon and phenethylamine (181 mg, 189 μL, 1.5 mmol) was added. The resulting solution was stirred at −78° C. for 1 h and then allowed to warm to r.t. The solvent was removed under reduced pressure and the residue chromatographed on silica gel (0-30% ethyl acetate in hexane) to yield the product as a clear oil which... Reactants: N1(CCNCCC1)CCCO (1-homopiperazinepropanol), COC1=C(C=CC(=O)O)C=CC(=C1OC)OC (2,3,4-trimethoxycinnamic acid), C1(=CC=C(C=C1)S(=O)(=O)O)C (p-toluene sulfonic acid), C(C(=O)[O-])(=O)[O-] (oxalate). The solvent is C1=CC=CC=C1 (benzene). The product is C(C(=O)O)(=O)O.COC1=C(C=CC(=O)O)C=CC(=C1OC)OC.N1(CCNCCC1)CCCO (1-homopiperazinepropanol 2,3,4-trimethoxycinnamate oxalate). The yield is 48.0%. As a reaction SMILES: [N:1]1([CH2:8][CH2:9][CH2:10][OH:11])[CH2:7][CH2:6][CH2:5][NH:4][CH2:3][CH2:2]1.[CH3:12][O:13][C:14]1[C:24]([O:25][CH3:26])=[C:23]([O:27][CH3:28])[CH:22]=[CH:21][C:15]=1[CH:16]=[CH:17][C:18]([OH:20])=[O:19].C1(C)C=CC(S(O)(=O)=O)=CC=1.[C:40]([O-:45])(=[O:44])[C:41]([O-:43])=[O:42]>C1C=CC=CC=1>[C:40]([OH:45])(=[O:44])[C:41]([OH:43])=[O:42].[CH3:12][O:13][C:14]1[C:24]([O:25][CH3:26])=[C:23]([O:27][CH3:28])[CH:22]=[CH:21][C:15]=1[CH:16]=[CH:17][C:18]([OH:20])=[O:19].[N:1]1([CH2:8][CH2:9][CH2:10][OH:11])[CH2:7][CH2:6][CH2:5][NH:4][CH2:3][CH2:2]1 |f:5.6.7|. Reported procedure: In 1.50 ml of absolute benzene there were dissolved 1.58 g of 1-homopiperazinepropanol, 3.09 g of 2,3,4-trimethoxycinnamic acid and 9.5 g of p-toluene sulfonic acid. The solution was heated for 16 hours to reflux while removing the formed water. The reaction liquid was cooled, washed with 15% potassium carbonate and then extracted with 10% hydrochloric acid. After the aqueous layer was washed with ether, the system was rendered alkaline with potassium carbonate to extract with ether. After the e... Starting materials: C(C)(=O)OCC1=C(C=CC=C1B1OC(C(O1)(C)C)(C)C)N1C(C2=C(C=C(C=C2C=N1)C(C)(C)C)F)=O (2-(6-tert-butyl-8-fluoro-1-oxophthalazin-2(1H)-yl)-6-(4,4,5,5-tetramethyl-1,3,2-dioxaborolan-2-yl)benzyl acetate), ClC=1C=C2C=CC=NC2=C(C1)NC1=CC=C(C=N1)C(=O)N1CCOCC1 ((6-(6-chloroquinolin-8-ylamino)pyridin-3-yl)(morpholino)methanone), CC(C)C1=CC(=C(C(=C1)C(C)C)C2=C(C=CC=C2)P(C3CCCCC3)C4CCCCC4)C(C)C (X-PHOS), P(=O)([O-])([O-])[O-].[K+].[K+].[K+] (potassium phosphate). The reagents and catalysts are C=1C=CC(=CC1)/C=C/C(=O)/C=C/C2=CC=CC=C2.C=1C=CC(=CC1)/C=C/C(=O)/C=C/C2=CC=CC=C2.[Pd] (Pd(dba)2). The solvent is O (H2O), C(CCC)O (BuOH). Conditions: temperature 110 celsius. Yields the product C(C)(C)(C)C=1C=C2C=NN(C(C2=C(C1)F)=O)C1=C(COC(C)=O)C(=CC=C1)C=1C=C2C=CC=NC2=C(C1)NC1=NC=C(C=C1)C(=O)N1CCOCC1 (acetic acid 2-(6-tert-butyl-8-fluoro-1-oxo-1H-phthalazin-2-yl)-6-{8-[5-(morpholine-4-carbonyl)-pyridin-2-ylamino]-quinolin-6-yl}-benzyl ester), C(C)(C)(C)C=1C=C2C=NN(C(C2=C(C1)F)=O)C1=C(C(=CC=C1)C=1C=C2C=CC=NC2=C(C1)NC1=NC=C(C=C1)C(=O)N1CCOCC1)CO (6-tert-butyl-8-fluoro-2-(2-hydroxymethyl-3-{8-[5-(morpholine-4-carbonyl)-pyridin-2-ylamino]-quinolin-6-yl}-phenyl)-2H-phthalazin-1-one), solid. Reaction SMILES: [C:1]([O:4][CH2:5][C:6]1[C:11](B2OC(C)(C)C(C)(C)O2)=[CH:10][CH:9]=[CH:8][C:7]=1[N:21]1[N:30]=[CH:29][C:28]2[C:23](=[C:24]([F:35])[CH:25]=[C:26]([C:31]([CH3:34])([CH3:33])[CH3:32])[CH:27]=2)[C:22]1=[O:36])(=[O:3])[CH3:2].Cl[C:38]1[CH:39]=[C:40]2[C:45](=[C:46]([NH:48][C:49]3[N:54]=[CH:53][C:52]([C:55]([N:57]4[CH2:62][CH2:61][O:60][CH2:59][CH2:58]4)=[O:56])=[CH:51][CH:50]=3)[CH:47]=1)[N:44]=[CH:43][CH:42]=[CH:41]2.CC(C1C=C(C(C)C)C(C2C=CC=CC=2P(C2CCCCC2)C2CCCCC2)=C(C(C)C)C=1)C.P([O-])([O-])([O-])=O.[K+].[K+].[K+]>C1C=CC(/C=C/C(/C=C/C2C=CC=CC=2)=O)=CC=1.C1C=CC(/C=C/C(/C=C/C2C=CC=CC=2)=O)=CC=1.[Pd].O.C(O)CCC>[C:31]([C:26]1[CH:27]=[C:28]2[C:23](=[C:24]([F:35])[CH:25]=1)[C:22](=[O:36])[N:21]([C:7]1[CH:8]=[CH:9][CH:10]=[C:11]([C:38]3[CH:39]=[C:40]4[C:45](=[C:46]([NH:48][C:49]5[CH:50]=[CH:51][C:52]([C:55]([N:57]6[CH2:58][CH2:59][O:60][CH2:61][CH2:62]6)=[O:56])=[CH:53][N:54]=5)[CH:47]=3)[N:44]=[CH:43][CH:42]=[CH:41]4)[C:6]=1[CH2:5][O:4][C:1](=[O:3])[CH3:2])[N:30]=[CH:29]2)([CH3:33])([CH3:32])[CH3:34].[C:31]([C:26]1[CH:27]=[C:28]2[C:23](=[C:24]([F:35])[CH:25]=1)[C:22](=[O:36])[N:21]([C:7]1[CH:8]=[CH:9][CH:10]=[C:11]([C:38]3[CH:39]=[C:40]4[C:45](=[C:46]([NH:48][C:49]5[CH:50]=[CH:51][C:52]([C:55]([N:57]6[CH2:58][CH2:59][O:60][CH2:61][CH2:62]6)=[O:56])=[CH:53][N:54]=5)[CH:47]=3)[N:44]=[CH:43][CH:42]=[CH:41]4)[C:6]=1[CH2:5][OH:4])[N:30]=[CH:29]2)([CH3:34])([CH3:33])[CH3:32] |f:3.4.5.6,7.8.9|. Reported procedure: In a 25 ml round bottom flask containing 2-(6-tert-butyl-8-fluoro-1-oxophthalazin-2(1H)-yl)-6-(4,4,5,5-tetramethyl-1,3,2-dioxaborolan-2-yl)benzyl acetate (563 mg, 683 μmol, Eq: 1.4), (6-(6-chloroquinolin-8-ylamino)pyridin-3-yl)(morpholino)methanone (180 mg, 488 μmol, Eq: 1.00), X-PHOS (34.9 mg, 73.2 μmol) and potassium phosphate (228 mg, 1.07 mmol) was added BuOH (7 mL) and H2O (1.65 mL). The flask was evacuated and backfilled with argon before addition of Pd(dba)2 (19.6 mg, 34.2 μmol). The flas... Reaction SMILES: [CH2:1]([Cl:2])[Cl:3].[CH2:46]1[O:47][CH2:48][CH2:49][CH2:50]1.[CH3:42][N:43]=[C:44]=[O:45].[NH2:4][c:5]1[n:6][cH:7][n:8][n:9]2[c:10]1[c:11](-[c:20]1[cH:21][c:22]([F:41])[c:23]([NH:26][C:27](=[O:28])[NH:29][c:30]3[c:31]([F:40])[cH:32][cH:33][c:34]([C:36]([F:37])([F:38])[F:39])[cH:35]3)[cH:24][cH:25]1)[cH:12][c:13]2[CH:14]1[CH2:15][CH2:16][NH:17][CH2:18][CH2:19]1>>[NH2:4][c:5]1[n:6][cH:7][n:8][n:9]2[c:10]1[c:11](-[c:20]1[cH:21][c:22]([F:41])[c:23]([NH:26][C:27](=[O:28])[NH:29][c:30]3[c:31]([F:40])[cH:32][cH:33][c:34]([C:36]([F:37])([F:38])[F:39])[cH:35]3)[cH:24][cH:25]1)[cH:12][c:13]2[CH:14]1[CH2:15][CH2:16][N:17]([C:44]([NH:43][CH3:42])=[O:45])[CH2:18][CH2:19]1. Product: CNC(=O)N1CCC(c2cc(-c3ccc(NC(=O)Nc4cc(C(F)(F)F)ccc4F)c(F)c3)c3c(N)ncnn23)CC1. The reactants are ClCCl, C1CCOC1, CN=C=O, Nc1ncnn2c(C3CCNCC3)cc(-c3ccc(NC(=O)Nc4cc(C(F)(F)F)ccc4F)c(F)c3)c12. Reactants: BrC=1C=C(C2=C(N1)NN=C2)C(=O)OCC (Ethyl 6-bromo-1H-pyrazolo[3,4-b]pyridine-4-carboxylate), C(=O)([O-])[O-].[K+].[K+] (K2CO3), BrC1CCOCC1 (4-bromotetrahydro-2H-pyran). Run in C(C)#N (acetonitrile). Product: BrC=1C=C(C2=C(N1)N(N=C2)C2CCOCC2)C(=O)OCC (ethyl 6-bromo-1-(tetrahydro-2H-pyran-4-yl)-1H-pyrazolo[3,4-b]pyridine-4-carboxylate). RXN SMILES: [Br:1][C:2]1[CH:3]=[C:4]([C:11]([O:13][CH2:14][CH3:15])=[O:12])[C:5]2[CH:10]=[N:9][NH:8][C:6]=2[N:7]=1.C([O-])([O-])=O.[K+].[K+].Br[CH:23]1[CH2:28][CH2:27][O:26][CH2:25][CH2:24]1>C(#N)C>[Br:1][C:2]1[CH:3]=[C:4]([C:11]([O:13][CH2:14][CH3:15])=[O:12])[C:5]2[CH:10]=[N:9][N:8]([CH:23]3[CH2:28][CH2:27][O:26][CH2:25][CH2:24]3)[C:6]=2[N:7]=1 |f:1.2.3|. Procedure details: Ethyl 6-bromo-1H-pyrazolo[3,4-b]pyridine-4-carboxylate (1 equiv.) was suspended in acetonitrile and K2CO3 (1.5 equiv.) and 4-bromotetrahydro-2H-pyran (2 equiv.) was added to it. The reaction mixture was refluxed for 8 h. On completion, acetonitrile was removed under reduced pressure and water was added to it. Extraction was carried out using ethyl acetate; the combined organic layers were washed with water, brine and dried over anhydrous Na2SO4. Solvent was removed under reduced pressure and res... Starting materials: FC(C(=O)O)(F)F (Trifluoroacetic acid), C1(CCC1)OC=1C=C(C(=C(C1)NC(OC(C)(C)C)=O)F)F (tert-butyl 5-cyclobutoxy-2,3-difluorophenylcarbamate), ClCCl (dichloromethane). Conditions: time 8 hour. Product: Cl.C1(CCC1)OC=1C=C(C(=C(N)C1)F)F (5-cyclobutoxy-2,3-difluoroaniline hydrogen chloride). The yield is 89.0%. RXN SMILES: FC(F)(F)C(O)=O.[CH:8]1([O:12][C:13]2[CH:14]=[C:15]([F:28])[C:16]([F:27])=[C:17]([NH:19]C(=O)OC(C)(C)C)[CH:18]=2)[CH2:11][CH2:10][CH2:9]1.[Cl:29]CCl>>[ClH:29].[CH:8]1([O:12][C:13]2[CH:14]=[C:15]([F:28])[C:16]([F:27])=[C:17]([CH:18]=2)[NH2:19])[CH2:9][CH2:10][CH2:11]1 |f:3.4|. Procedure details: Trifluoroacetic acid (70 mL) was added to a solution of tert-butyl 5-cyclobutoxy-2,3-difluorophenylcarbamate (32 g, 107 mmol) in dichloromethane (320 mL), and the resulting solution stirred overnight at room temperature. The reaction solution was concentrated, and the residue was dissolved in dichloromethane (500 mL). A solution of HCl (4 M in 1,4-dioxane, 120 mL) was slowly added with stirring. The resulting mixture was concentrated and poured into ethyl ether (480 mL). The resulting precipitat...